This data is from the Open Reaction Database (ORD), a public repository of structured organic reaction records. The task is: describe an organic reaction: reactants, conditions, products, and yield Starting materials: CC1=CN=C(S1)CCC(=O)OCC (ethyl 3-(5-methylthiazol-2-yl)propanoate), [OH-].[Li+] (lithium hydroxide). Solvent: C1CCOC1.O (THF water). Reaction conditions: time 3 hour. Product: CC1=CN=C(S1)CCC(=O)O (3-(5-methylthiazol-2-yl)propanoic acid). Isolated yield 99.3%. Reaction SMILES: [CH3:1][C:2]1[S:6][C:5]([CH2:7][CH2:8][C:9]([O:11]CC)=[O:10])=[N:4][CH:3]=1.[OH-].[Li+]>C1COCC1.O>[CH3:1][C:2]1[S:6][C:5]([CH2:7][CH2:8][C:9]([OH:11])=[O:10])=[N:4][CH:3]=1 |f:1.2,3.4|. Procedure details: To a solution of ethyl 3-(5-methylthiazol-2-yl)propanoate (0.2 g, 1 mmol) in THF/water (3 mL/3 mL) was added lithium hydroxide (61 mg, 1.5 mmol) portionwise at room temperature. The resulting mixture was stirred for 3 h. The solvent was evaporated and the residue was acidified with conc. HCl to adjust the pH to 1-2. The mixture was partitioned between ethyl acetate and water. The combined organic layer was dried over sodium sulfate and concentrated to afford 3-(5-methylthiazol-2-yl)propanoic aci...